This data is from the Open Reaction Database (ORD), a public repository of structured organic reaction records. The task is: describe an organic reaction: reactants, conditions, products, and yield Reaction SMILES: C([O:3][C:4]([C:6]1[CH:11]([C:12]2[CH:17]=[CH:16][CH:15]=[C:14]([N+:18]([O-:20])=[O:19])[CH:13]=2)[C:10]([C:21]([O:23]CC)=[O:22])=[C:9]([CH3:26])[NH:8][N:7]=1)=[O:5])C.[OH-].[K+]>>[CH3:26][C:9]1[NH:8][N:7]=[C:6]([C:4]([OH:5])=[O:3])[CH:11]([C:12]2[CH:17]=[CH:16][CH:15]=[C:14]([N+:18]([O-:20])=[O:19])[CH:13]=2)[C:10]=1[C:21]([OH:23])=[O:22] |f:1.2|. Reactants: C(C)OC(=O)C1=NNC(=C(C1C1=CC(=CC=C1)[N+](=O)[O-])C(=O)OCC)C (1,4-dihydro-6-methyl-4-(3-nitrophenyl)-pyridazine-3,5-dicarboxylic acid diethyl ester), [OH-].[K+] (KOH). Yield: 71.0%. Reported procedure: 0.1 mol of 1,4-dihydro-6-methyl-4-(3-nitrophenyl)-pyridazine-3,5-dicarboxylic acid diethyl ester is saponified with 0.25 mol of KOH analogously to Example 28 to give 1,4-dihydro-6-methyl-4-(3-nitrophenyl)-pyridazine-3,5-dicarboxylic acid. Melting point 169° C. (decomposition). The product is CC1=C(C(C(=NN1)C(=O)O)C1=CC(=CC=C1)[N+](=O)[O-])C(=O)O (1,4-dihydro-6-methyl-4-(3-nitrophenyl)-pyridazine-3,5-dicarboxylic acid). Reactants: O=C(OCc1ccccc1)C(O)Cc1ccccc1, C1CCOC1, COc1ccc(COC(c2ccc(O)c(C)c2)(C(F)(F)F)C(F)(F)F)cc1, CCOC(=O)N=NC(=O)OCC, c1ccc(P(c2ccccc2)c2ccccc2)cc1. Yields the product COc1ccc(COC(c2ccc(OC(Cc3ccccc3)C(=O)OCc3ccccc3)c(C)c2)(C(F)(F)F)C(F)(F)F)cc1. RXN SMILES: [CH2:1]([c:2]1[cH:3][cH:4][cH:5][cH:6][cH:7]1)[O:8][C:9]([CH:10]([CH2:11][c:12]1[cH:13][cH:14][cH:15][cH:16][cH:17]1)[OH:18])=[O:19].[CH2:78]1[O:79][CH2:80][CH2:81][CH2:82]1.[CH3:20][c:21]1[c:22]([OH:46])[cH:23][cH:24][c:25]([C:27]([C:28]([F:29])([F:30])[F:31])([C:32]([F:33])([F:34])[F:35])[O:36][CH2:37][c:38]2[cH:39][cH:40][c:41]([O:44][CH3:45])[cH:42][cH:43]2)[cH:26]1.[O:66]=[C:67]([O:68][CH2:69][CH3:70])[N:71]=[N:72][C:73]([O:74][CH2:75][CH3:76])=[O:77].[c:47]1([P:48]([c:49]2[cH:50][cH:51][cH:52][cH:53][cH:54]2)[c:55]2[cH:56][cH:57][cH:58][cH:59][cH:60]2)[cH:61][cH:62][cH:63][cH:64][cH:65]1>>[CH2:1]([c:2]1[cH:3][cH:4][cH:5][cH:6][cH:7]1)[O:8][C:9]([CH:10]([CH2:11][c:12]1[cH:13][cH:14][cH:15][cH:16][cH:17]1)[O:18][c:22]1[c:21]([CH3:20])[cH:26][c:25]([C:27]([C:28]([F:29])([F:30])[F:31])([C:32]([F:33])([F:34])[F:35])[O:36][CH2:37][c:38]2[cH:39][cH:40][c:41]([O:44][CH3:45])[cH:42][cH:43]2)[cH:24][cH:23]1)=[O:19]. Yields the product C(C)(C)(C)N1C(OC(C1)COC1=NC=C(C2=CC=C(C=C12)Cl)C)C1=CC=CC=C1 (1-(3-tert.-Butyl-2-phenyl-5-oxazolidinyl-methoxy)-7-chloro-4-methylisoquinoline). Solvent: C(C)(C)(C)O (tert.-butanol). As a reaction SMILES: [K].Cl[C:3]1[C:12]2[C:7](=[CH:8][CH:9]=[C:10]([Cl:13])[CH:11]=2)[C:6]([CH3:14])=[CH:5][N:4]=1.ClC1C2C(=CC=C(Cl)C=2)C=C(C)N=1.[C:28]([N:32]1[CH2:36][CH:35]([CH2:37][OH:38])[O:34][CH:33]1[C:39]1[CH:44]=[CH:43][CH:42]=[CH:41][CH:40]=1)([CH3:31])([CH3:30])[CH3:29]>C(O)(C)(C)C>[C:28]([N:32]1[CH2:36][CH:35]([CH2:37][O:38][C:3]2[C:12]3[C:7](=[CH:8][CH:9]=[C:10]([Cl:13])[CH:11]=3)[C:6]([CH3:14])=[CH:5][N:4]=2)[O:34][CH:33]1[C:39]1[CH:40]=[CH:41][CH:42]=[CH:43][CH:44]=1)([CH3:31])([CH3:29])[CH3:30] |^1:0|. Procedure details: 0.74 g of Potassium is dissolved in 15 ml of absolute tert.-butanol and 4.0 g of 1,7-dichloro-4-methylisoquinoline [m.p. 90°-92°: preparable in manner analogous to that described in Helv. Chim. Acta 52 (1969) 1755-1762 for the preparation of 1,7-dichloro-3-methylisoquinoline] and 4.4 g of 3-tert.-butyl-5-hydroxymethyl-2-phenyloxazolidine are added. The solution is heated to 50° for 1 hour, whereupon it is evaporated to dryness. The product is digested in water, extracted with ether, the ether ph... Starting materials: [K] (Potassium), ClC1=NC(=CC2=CC=C(C=C12)Cl)C (1,7-dichloro-3-methylisoquinoline), C(C)(C)(C)N1C(OC(C1)CO)C1=CC=CC=C1 (3-tert.-butyl-5-hydroxymethyl-2-phenyloxazolidine), ClC1=NC=C(C2=CC=C(C=C12)Cl)C (1,7-dichloro-4-methylisoquinoline). As a reaction SMILES: Cl.Cl.Cl.[O:4]1[C:8]2=[C:9]([N:13]3[CH2:18][CH2:17][N:16]([CH2:19][CH2:20][C@H:21]4[CH2:26][CH2:25][C@H:24]([NH2:27])[CH2:23][CH2:22]4)[CH2:15][CH2:14]3)[N:10]=[CH:11][CH:12]=[C:7]2[CH2:6][CH2:5]1.[C:28](O)(=[O:33])[CH2:29]/[CH:30]=[CH:31]/[CH3:32]>>[O:4]1[C:8]2=[C:9]([N:13]3[CH2:18][CH2:17][N:16]([CH2:19][CH2:20][C@H:21]4[CH2:26][CH2:25][C@H:24]([NH:27][C:28](=[O:33])[CH2:29]/[CH:30]=[CH:31]/[CH3:32])[CH2:23][CH2:22]4)[CH2:15][CH2:14]3)[N:10]=[CH:11][CH:12]=[C:7]2[CH2:6][CH2:5]1 |f:0.1.2.3|. Starting materials: solid, Cl.Cl.Cl.O1CCC=2C1=C(N=CC2)N2CCN(CC2)CC[C@@H]2CC[C@H](CC2)N (trans-4-{2-[4-(2,3-dihydro-furo[2,3-c]pyridin-7-yl)-piperazin-1-yl]-ethyl}-cyclohexylamine trihydrochloride), Cl.Cl.Cl.O1CCC=2C1=C(N=CC2)N2CCN(CC2)CC[C@@H]2CC[C@H](CC2)N (trans-4-{2-[4-(2,3-dihydro-furo[2,3-c]pyridin-7-yl)-piperazin-1-yl]-ethyl}-cyclohexylamine trihydrochloride), C(C\C=C\C)(=O)O ((E)-pent-3-enoic acid). Reported procedure: The title compound, white solid (92 mg, 89%), MS (ISP) m/z=413.4 [(M+H)+], mp 170° C., was prepared in accordance with the general method of example 6 from trans-4-{2-[4-(2,3-dihydro-furo[2,3-c]pyridin-7-yl)-piperazin-1-yl]-ethyl}-cyclohexylamine trihydrochloride (intermediate B) (110 mg, 0.25 mmol) and (E)-pent-3-enoic acid. Yields the product O1CCC=2C1=C(N=CC2)N2CCN(CC2)CC[C@@H]2CC[C@H](CC2)NC(C\C=C\C)=O ((E)-Pent-3-enoic acid trans-(4-{2-[4-(2,3-dihydro-furo[2,3-c]pyridin-7-yl)-piperazin-1-yl]-ethyl}-cyclohexyl)-amide). Reactants: C(CCC)[Li] (n-Butyl lithium), C(C)(C)NC(C)C (diisopropylamine), C(C1=CC=CC=C1)N1C2CC(CC1CC2)=O (8-benzyl-8-aza-bicyclo[3.2.1]octan-3-one), BrC=1C=NC=NC1 (5-bromopyrimidine). Run in C(C)(=O)OCC (ethyl acetate), O (Water), C1CCOC1 (THF), C1CCOC1 (THF). Conditions: time 30 minute. The product is C(C1=CC=CC=C1)N1C2CC(CC1CC2)(O)C2=NC=NC=C2Br (8-Benzyl-3-(5-bromo-pyrimidin-4-yl)-8-aza-bicyclo[3.2.1]octan-3-ol). As a reaction SMILES: C([Li])CCC.C(NC(C)C)(C)C.[CH2:13]([N:20]1[CH:25]2[CH2:26][CH2:27][CH:21]1[CH2:22][C:23](=[O:28])[CH2:24]2)[C:14]1[CH:19]=[CH:18][CH:17]=[CH:16][CH:15]=1.[Br:29][C:30]1[CH:31]=[N:32][CH:33]=[N:34][CH:35]=1>C1COCC1.C(OCC)(=O)C.O>[CH2:13]([N:20]1[CH:21]2[CH2:27][CH2:26][CH:25]1[CH2:24][C:23]([C:31]1[C:30]([Br:29])=[CH:35][N:34]=[CH:33][N:32]=1)([OH:28])[CH2:22]2)[C:14]1[CH:15]=[CH:16][CH:17]=[CH:18][CH:19]=1. Procedure details: n-Butyl lithium (2.5M, 1.2 mL, 3.00 mmol) was added dropwise to a solution of diisopropylamine (0.406 mL, 3.0 mmol) in THF (5 mL) at 0° C. under nitrogen and stirred for 30 minutes. The mixture was then added to a solution of 8-benzyl-8-aza-bicyclo[3.2.1]octan-3-one (0.64 g, 3.0 mmol) and 5-bromopyrimidine (0.477 g, 3.0 mmol) in THF (5 mL) and stirred at 0° C. for 1 hour. Water and ethyl acetate were added, the organics separated, dried over sodium sulphate, filtered and the solvent removed by e... The reactants are OC1=CC=C(C=C1)CCC(=O)O (3-(4-hydroxyphenyl)propanoic acid), ClC1=CC(=NC=C1)C(=O)NC (4-chloro-N-methylpicolinamide), C([O-])([O-])=O.[Cs+].[Cs+] (cesium carbonate), CN(C)C=O (DMF). Conditions: temperature 100 celsius. Product: N(C1=CC=CC=C1)C(CCC1=CC=C(OC2=CC(=NC=C2)C(=O)NC)C=C1)=O (4-[4-(3-anilino-3-oxopropyl)phenoxy]-N-methylpyridine-2-carboxamide). Yield: 37.0%. As a reaction SMILES: [OH:1][C:2]1[CH:7]=[CH:6][C:5]([CH2:8][CH2:9][C:10]([OH:12])=O)=[CH:4][CH:3]=1.Cl[C:14]1[CH:19]=[CH:18][N:17]=[C:16]([C:20]([NH:22][CH3:23])=[O:21])[CH:15]=1.C(=O)([O-])[O-].[Cs+].[Cs+].C[N:31]([CH:33]=O)C>>[NH:31]([C:10](=[O:12])[CH2:9][CH2:8][C:5]1[CH:4]=[CH:3][C:2]([O:1][C:14]2[CH:19]=[CH:18][N:17]=[C:16]([C:20]([NH:22][CH3:23])=[O:21])[CH:15]=2)=[CH:7][CH:6]=1)[C:33]1[CH:6]=[CH:7][CH:2]=[CH:3][CH:4]=1 |f:2.3.4|. Procedure details: A mixture of 3-(4-hydroxyphenyl)propanoic acid (10.7 g, 64.5 mmol), 4-chloro-N-methylpicolinamide (10.0 g, 58.6 mmol) and cesium carbonate (57.3 g, 175.8 mmol) was stirred in DMF and heated at 100° C. overnight. After cooling to rt, the mixture was filtered and washed with EtOAc to remove cesium carbonate. The remaining solid was dissolved in a minimal amount of water and the pH of the solution was adjusted to 4 by the dropwise addition of a sat. oxalic acid solution. The solution was extracted ... Reactants: SCCNC(C(CCCCNC(C1=CC=C(C=C1)C(C1=CC=CC=C1)=O)=O)NC(C1=CC=C(C=C1)C(C1=CC=CC=C1)=O)=O)=O (N-(2-mercaptoethyl)-2,6-bis(4-benzoylbenzamido)hexanamide), CC(C)(C#N)N=NC(C)(C)C#N (AIBN), CN(C)CCN(C)C (TEMED), C(C=C)(=O)N[C@H]1C(O)O[C@@H]([C@H]([C@@H]1O)O)CO (N-acryloylglucosamine), C(C=C)(=O)NN[C@H]1C(O)O[C@@H]([C@H]([C@@H]1O)O)CO (N-Acrylamido-D-glucosamine), C(C=C)(=O)N (Acrylamide). Solvent: O (water), dimethylsulfoxide(DMSO). Yields the product OC1[C@H](N)[C@@H](O)[C@H](O)[C@H](O1)CO (Glucosamine). As a reaction SMILES: C(N)(=O)C=C.C([NH:10][C@@H:11]1[C@@H:17]([OH:18])[C@H:16]([OH:19])[C@@H:15]([CH2:20][OH:21])[O:14][CH:12]1[OH:13])(=O)C=C.C(NN[C@@H]1[C@@H](O)[C@H](O)[C@@H](CO)OC1O)(=O)C=C.SCCNC(=O)C(NC(=O)C1C=CC(C(=O)C2C=CC=CC=2)=CC=1)CCCCNC(=O)C1C=CC(C(=O)C2C=CC=CC=2)=CC=1.CC(N=NC(C#N)(C)C)(C#N)C.CN(CCN(C)C)C>O>[OH:13][CH:12]1[O:14][C@H:15]([CH2:20][OH:21])[C@@H:16]([OH:19])[C@H:17]([OH:18])[C@H:11]1[NH2:10]. Procedure: Acrylamide (400mg, 5.6 mmole) was dissolved in 10 ml of dimethylsulfoxide(DMSO). To that solution was added 400 mg (1.48 mmole) of N-acryloylglucosamine (Compound VI). Additionally were added 34 mg of N-(2-mercaptoethyl)-2,6-bis(4-benzoylbenzamido)hexanamide, 200 mg of AIBN and 50 μl of TEMED. The solution was sparged with nitrogen, then placed in a 55° C. oven overnight. The resulting polymer solution was dialyzed against deionized water using SpectraPor 1 (Spectrum) dialysis membrane. After di... Starting materials: C1CCOC1, CO, COC(=O)CC1C(=O)Nc2cnc(N)nc2N1Cc1ncc(C)c(OC)c1C, [Na+], [OH-]. Product: COc1c(C)cnc(CN2c3nc(N)ncc3NC(=O)C2CC(=O)O)c1C. Reaction SMILES: [CH2:33]1[O:34][CH2:35][CH2:36][CH2:37]1.[CH3:31][OH:32].[NH2:3][c:4]1[n:5][c:6]2[c:11]([cH:12][n:13]1)[NH:10][C:9](=[O:14])[CH:8]([CH2:15][C:16](=[O:17])[O:18][CH3:19])[N:7]2[CH2:20][c:21]1[n:22][cH:23][c:24]([CH3:30])[c:25]([O:28][CH3:29])[c:26]1[CH3:27].[Na+:2].[OH-:1]>>[NH2:3][c:4]1[n:5][c:6]2[c:11]([cH:12][n:13]1)[NH:10][C:9](=[O:14])[CH:8]([CH2:15][C:16](=[O:17])[OH:18])[N:7]2[CH2:20][c:21]1[n:22][cH:23][c:24]([CH3:30])[c:25]([O:28][CH3:29])[c:26]1[CH3:27].